From a dataset of the Open Reaction Database (ORD), a public repository of structured organic reaction records. describe an organic reaction: reactants, conditions, products, and yield Starting materials: [Al+3], CCOC(=O)c1csc(N2CC(C(C)(C)C)C2O[SiH](c2ccccc2)c2ccccc2)n1, CCOC(C)=O, [H-], [H-], [H-], [H-], [Li+], [Mg+2], C1CCOC1, O, O, O, O, O, O, O, O, O, O, O=S(=O)([O-])[O-]. The product is CC(C)(C)C1CN(c2nc(CO)cs2)C1O[SiH](c1ccccc1)c1ccccc1. As a reaction SMILES: [Al+3:34].[C:1]([CH3:2])([CH3:3])([CH3:4])[CH:5]1[CH:6]([O:19][SiH:20]([c:21]2[cH:22][cH:23][cH:24][cH:25][cH:26]2)[c:27]2[cH:28][cH:29][cH:30][cH:31][cH:32]2)[N:7]([c:9]2[s:10][cH:11][c:12]([C:14](=[O:15])[O:16][CH2:17][CH3:18])[n:13]2)[CH2:8]1.[CH3:55][CH2:56][O:57][C:58](=[O:59])[CH3:60].[H-:33].[H-:36].[H-:37].[H-:38].[Li+:35].[Mg+2:54].[O:61]1[CH2:62][CH2:63][CH2:64][CH2:65]1.[OH2:39].[OH2:40].[OH2:41].[OH2:42].[OH2:43].[OH2:44].[OH2:45].[OH2:46].[OH2:47].[OH2:48].[S:49]([O-:50])([O-:51])(=[O:52])=[O:53]>>[C:1]([CH3:2])([CH3:3])([CH3:4])[CH:5]1[CH:6]([O:19][SiH:20]([c:21]2[cH:22][cH:23][cH:24][cH:25][cH:26]2)[c:27]2[cH:28][cH:29][cH:30][cH:31][cH:32]2)[N:7]([c:9]2[s:10][cH:11][c:12]([CH2:14][OH:15])[n:13]2)[CH2:8]1. Reactants: BrCCOc1cccc(-c2noc3ccsc23)c1, O=C([O-])[O-], CC#N, NCc1ccccc1Cl, [K+], [K+]. Yields the product Clc1ccccc1CNCCOc1cccc(-c2noc3ccsc23)c1. Reaction SMILES: [Br:1][CH2:2][CH2:3][O:4][c:5]1[cH:6][c:7](-[c:11]2[n:12][o:13][c:14]3[c:15]2[s:16][cH:17][cH:18]3)[cH:8][cH:9][cH:10]1.[C:19](=[O:20])([O-:21])[O-:22].[CH3:34][C:35]#[N:36].[Cl:25][c:26]1[c:27]([CH2:28][NH2:29])[cH:30][cH:31][cH:32][cH:33]1.[K+:23].[K+:24]>>[CH2:2]([CH2:3][O:4][c:5]1[cH:6][c:7](-[c:11]2[n:12][o:13][c:14]3[c:15]2[s:16][cH:17][cH:18]3)[cH:8][cH:9][cH:10]1)[NH:29][CH2:28][c:27]1[c:26]([Cl:25])[cH:33][cH:32][cH:31][cH:30]1. Reactants: COC(=O)Cc1ccccc1CC1NCCc2cc(OC)c(OC)cc21, CO, [Na+], [OH-]. Yields the product COc1cc2c(cc1OC)C(Cc1ccccc1CC(=O)O)NCC2. RXN SMILES: [CH3:1][O:2][C:3]([CH2:4][c:5]1[c:6]([CH2:11][CH:12]2[NH:13][CH2:14][CH2:15][c:16]3[cH:17][c:18]([O:24][CH3:25])[c:19]([O:22][CH3:23])[cH:20][c:21]32)[cH:7][cH:8][cH:9][cH:10]1)=[O:26].[CH3:29][OH:30].[Na+:28].[OH-:27]>>[O:2]=[C:3]([CH2:4][c:5]1[c:6]([CH2:11][CH:12]2[NH:13][CH2:14][CH2:15][c:16]3[cH:17][c:18]([O:24][CH3:25])[c:19]([O:22][CH3:23])[cH:20][c:21]32)[cH:7][cH:8][cH:9][cH:10]1)[OH:26]. Starting materials: NC1=CC=C2C(=CC(=CC2=C1)S(=O)(=O)O)O (7-amino-4-hydroxynaphthalene-2-sulfonic acid), C1(CCC(=O)O1)=O (succinic anhydride). The product is C=1C=CC=2C(C1)=CC=CC2O (naphthol). RXN SMILES: N[C:2]1[CH:11]=[C:10]2[C:5]([C:6]([OH:16])=[CH:7][C:8](S(O)(=O)=O)=[CH:9]2)=[CH:4][CH:3]=1.C1(=O)OC(=O)CC1>>[CH:2]1[CH:3]=[CH:4][C:5]2[C:10](=[CH:9][CH:8]=[CH:7][C:6]=2[OH:16])[CH:11]=1. Procedure: In an aqueous solvent, 23.9 parts of 7-amino-4-hydroxynaphthalene-2-sulfonic acid was condensed with 10.0 parts of succinic anhydride according to a normal method to obtain a naphthol derivative. RXN SMILES: [CH3:1][C:2]([Cl:3])=[O:4].[Cl:23][CH2:24][Cl:25].[O:5]1[CH:6]([c:10]2[cH:11][c:12]([NH2:16])[cH:13][cH:14][cH:15]2)[O:7][CH2:8][CH2:9]1.[cH:17]1[cH:18][cH:19][n:20][cH:21][cH:22]1>>[CH3:1][C:2](=[O:4])[NH:16][c:12]1[cH:11][c:10]([CH:6]2[O:5][CH2:9][CH2:8][O:7]2)[cH:15][cH:14][cH:13]1. Yields the product CC(=O)Nc1cccc(C2OCCO2)c1. The reactants are CC(=O)Cl, ClCCl, Nc1cccc(C2OCCO2)c1, c1ccncc1. Reactants: [Cl-].C(C)N1C(SC(C1=O)=CC=C1SC2=C(N1C)C=CC=C2)=CC=2SC1=C([N+]2C)C=C(C=C1)F ((3-ethyl-5-(2-(3-methylbenzo[d]thiazole-2(3H)-ylidene)ethylidene)-4-oxothiazolidine-2-ylidene)methyl-5-fluoro-3-methylbenzo[d]thiazole-3-ium chloride), C(\C=C/C(=O)O)(=O)O (maleic acid). Run in CO (methanol). Product: C(\C=C/C(=O)[O-])(=O)[O-].C(C)N1C(SC(C1=O)=CC=C1SC2=C(N1C)C=CC=C2)=CC=2SC1=C([N+]2C)C=C(C=C1)F.C(C)N1C(SC(C1=O)=CC=C1SC2=C(N1C)C=CC=C2)=CC=2SC1=C([N+]2C)C=C(C=C1)F (2-((3-ethyl-5-(2-(3-methylbenzo[d]thiazol-2(3H)-ylidene)ethylidene)-4-oxothiazolidin-2-ylidene)methyl)-5-fluoro-3-methylbenzo[d]thiazol-3-ium maleate). Reaction SMILES: [Cl-].[CH2:2]([N:4]1[C:8](=[O:9])[C:7](=[CH:10][CH:11]=[C:12]2[N:16]([CH3:17])[C:15]3[CH:18]=[CH:19][CH:20]=[CH:21][C:14]=3[S:13]2)[S:6][C:5]1=[CH:22][C:23]1[S:24][C:25]2[CH:32]=[CH:31][C:30]([F:33])=[CH:29][C:26]=2[N+:27]=1[CH3:28])[CH3:3].[C:34]([OH:41])(=[O:40])/[CH:35]=[CH:36]\[C:37]([OH:39])=[O:38]>CO>[C:34]([O-:41])(=[O:40])/[CH:35]=[CH:36]\[C:37]([O-:39])=[O:38].[CH2:2]([N:4]1[C:8](=[O:9])[C:7](=[CH:10][CH:11]=[C:12]2[N:16]([CH3:17])[C:15]3[CH:18]=[CH:19][CH:20]=[CH:21][C:14]=3[S:13]2)[S:6][C:5]1=[CH:22][C:23]1[S:24][C:25]2[CH:32]=[CH:31][C:30]([F:33])=[CH:29][C:26]=2[N+:27]=1[CH3:28])[CH3:3].[CH2:2]([N:4]1[C:8](=[O:9])[C:7](=[CH:10][CH:11]=[C:12]2[N:16]([CH3:17])[C:15]3[CH:18]=[CH:19][CH:20]=[CH:21][C:14]=3[S:13]2)[S:6][C:5]1=[CH:22][C:23]1[S:24][C:25]2[CH:32]=[CH:31][C:30]([F:33])=[CH:29][C:26]=2[N+:27]=1[CH3:28])[CH3:3] |f:0.1,4.5.6|. Procedure details: After dissolving Compound A, which was obtained in Synthesis Example 1, in methanol, the anion thereof was replaced with maleic acid according to an ordinary method to give 2-((3-ethyl-5-(2-(3-methylbenzo[d]thiazol-2(3H)-ylidene)ethylidene)-4-oxothiazolidin-2-ylidene)methyl)-5-fluoro-3-methylbenzo[d]thiazol-3-ium maleate (Compound C) as a dark-green solid. The physical property values and analytical values of this compound are as described below: Reactants: [Al+3], CCOCC, CCOC(=O)COc1ccc(F)cc1, [H-], [H-], [H-], [H-], [Li+]. Product: OCCOc1ccc(F)cc1. RXN SMILES: [Al+3:16].[CH3:21][CH2:22][O:23][CH2:24][CH3:25].[F:1][c:2]1[cH:3][cH:4][c:5]([O:6][CH2:7][C:8](=[O:9])[O:10][CH2:11][CH3:12])[cH:13][cH:14]1.[H-:15].[H-:18].[H-:19].[H-:20].[Li+:17]>>[F:1][c:2]1[cH:3][cH:4][c:5]([O:6][CH2:7][CH2:8][OH:9])[cH:13][cH:14]1. Reactants: O1C(CCCC1)OCC#CCCCCCCCCCCCCC(=O)O (16-(tetrahydro-2H-pyran-2-yloxy)hexadec-14-ynoic acid), O1C(CCCC1)OCC#CCCCCCCCCCCCCC(=O)O (16-(tetrahydro-2H-pyran-2-yloxy)hexadec-14-ynoic acid), CCOCC (ether). Product: OCC#CCCCCCCCCCCCCC(=O)OC (methyl 16-hydroxyhexadec-14-ynoate). Yield: 83.0%. Reaction SMILES: O1CCCCC1[O:7][CH2:8][C:9]#[C:10][CH2:11][CH2:12][CH2:13][CH2:14][CH2:15][CH2:16][CH2:17][CH2:18][CH2:19][CH2:20][CH2:21][CH2:22][C:23]([OH:25])=[O:24].[CH3:26]COCC>>[OH:7][CH2:8][C:9]#[C:10][CH2:11][CH2:12][CH2:13][CH2:14][CH2:15][CH2:16][CH2:17][CH2:18][CH2:19][CH2:20][CH2:21][CH2:22][C:23]([O:25][CH3:26])=[O:24]. Reported procedure: Concomitant esterification of the carboxylic acid and cleavage of the THP ether in 16-(tetrahydro-2H-pyran-2-yloxy)hexadec-14-ynoic acid (1.0 g, 2.84 mmol) as described above furnished methyl 16-hydroxyhexadec-14-ynoate (665 mg, 83%) as a colorless oil. TLC: 30% EtOAc/hexanes, Rf≈0.40; 1H NMR (CDCl3, 300 MHz) δ 4.22-4.26 (m, 2H), 3.66 (s, 3H), 2.29 (t, 2H, J=7.3 Hz), 2.20 (tt, 2H, J=2.1 Hz, 6.8 Hz), 1.21-1.66 (m, 20H). Starting materials: C(C)(C)(C)OC(=O)CN1C(C(CSC2=C1C=CC=C2)NC(C)C(=O)OCC)=O (5-t-butoxycarbonylmethyl-3-(1-ethoxycarbonylethylamino)-2,3-dihydro-1,5-benzothiazepin-4(5H)-one), Cl (hydrogen chloride). Run in solution, O1CCOCC1 (dioxane). Yields the product Cl.C(=O)(O)CN1C(C(CSC2=C1C=CC=C2)NC(C)C(=O)OCC)=O (5-carboxymethyl-3-(1-ethoxycarbonylethylamino)- 2,3-dihydro-1,5-benzothiazepin-4(5H)-one hydrochloride). Reaction SMILES: C([O:5][C:6]([CH2:8][N:9]1[C:15]2[CH:16]=[CH:17][CH:18]=[CH:19][C:14]=2[S:13][CH2:12][CH:11]([NH:20][CH:21]([C:23]([O:25][CH2:26][CH3:27])=[O:24])[CH3:22])[C:10]1=[O:28])=[O:7])(C)(C)C.[ClH:29]>O1CCOCC1>[ClH:29].[C:6]([CH2:8][N:9]1[C:15]2[CH:16]=[CH:17][CH:18]=[CH:19][C:14]=2[S:13][CH2:12][CH:11]([NH:20][CH:21]([C:23]([O:25][CH2:26][CH3:27])=[O:24])[CH3:22])[C:10]1=[O:28])([OH:7])=[O:5] |f:3.4|. Reported procedure: 0.9 g of the 5-t-butoxycarbonylmethyl-3-(1-ethoxycarbonylethylamino)-2,3-dihydro-1,5-benzothiazepin-4(5H)-one obtained in Example 11 was dissolved in 10 ml of a 6N solution of hydrogen chloride in dioxane and then reacted at room temperature for 30 minutes. After the reaction mixture was concentrated under reduced pressure, ether was added thereto so as to cause crystallization. The precipitated crystals were purified by silica gel column chromatography using a 50:3:5 mixture of chloroform, meth... The reactants are C(C)(=O)N1CCC(CC1)C(C1=CC=C(C=C1)F)=O (1-acetyl-4-(4-fluorobenzoyl)piperidine), [Cl-].[NH4+] (ammonium chloride), BrC1=NC=CC=C1 (2-bromopyridine), commercial solution, C(CCC)[Li] (n-butyllithium). Run in O1CCCC1 (THF), O1CCCC1 (tetrahydrofuran), CCCCCC (hexane). Reaction conditions: temperature -65 celsius, time 1 hour. The product is FC1=CC=C(C=C1)C(O)(C1=NC=CC=C1)C1CCNCC1 (α-(4-Fluorophenyl)-α-(4-piperidinyl)-2-pyridinemethanol). RXN SMILES: Br[C:2]1[CH:7]=[CH:6][CH:5]=[CH:4][N:3]=1.C([Li])CCC.C([N:16]1[CH2:21][CH2:20][CH:19]([C:22](=[O:30])[C:23]2[CH:28]=[CH:27][C:26]([F:29])=[CH:25][CH:24]=2)[CH2:18][CH2:17]1)(=O)C.[Cl-].[NH4+]>O1CCCC1.CCCCCC>[F:29][C:26]1[CH:27]=[CH:28][C:23]([C:22]([CH:19]2[CH2:20][CH2:21][NH:16][CH2:17][CH2:18]2)([C:2]2[CH:7]=[CH:6][CH:5]=[CH:4][N:3]=2)[OH:30])=[CH:24][CH:25]=1 |f:3.4|. Procedure details: To a stirred solution of 36.3 g (0.23 mole) of 2-bromopyridine in 500 ml of anhydrous tetrahydrofuran (THF) at -65° C. was added 88 ml (0.22 mole) of a commercial solution of 2.5M n-butyllithium in hexane at such a rate that the temperature did not exceed -60° C. The dark solution was stirred at -65° C. for 1 h and then treated dropwise with a solution of 24.9 g (0.1 mole) of 1-acetyl-4-(4-fluorobenzoyl)piperidine in 250 ml of THF at such a rate that the temperature did not exceed -60° C. The mi...